From a dataset of the Open Reaction Database (ORD), a public repository of structured organic reaction records. describe an organic reaction: reactants, conditions, products, and yield Reactants: C(C)(C)(C)NC(O)=O.COCC1(CC1)S(=O)(=O)N (1-methoxymethylcyclo-propylsulfonylamine tert-butylcarbamate), C1(CC1)CBr (cyclopropylmethyl bromide). The product is C(C)(C)(C)NC(O)=O.C1(CC1)CC1(CC1)S(=O)(=O)N (1-cyclopropylmethylcyclo-propylsulfonylamine tert-butylcarbamate). RXN SMILES: [C:1]([NH:5][C:6](=[O:8])[OH:7])([CH3:4])([CH3:3])[CH3:2].CO[CH2:11][C:12]1([S:15]([NH2:18])(=[O:17])=[O:16])[CH2:14][CH2:13]1.[CH:19]1(CBr)[CH2:21][CH2:20]1>>[C:1]([NH:5][C:6](=[O:7])[OH:8])([CH3:4])([CH3:3])[CH3:2].[CH:19]1([CH2:11][C:12]2([S:15]([NH2:18])(=[O:17])=[O:16])[CH2:14][CH2:13]2)[CH2:21][CH2:20]1 |f:0.1,3.4|. Reported procedure: Step 16IId) This compound, 1-cyclopropyl-methylcyclopropylsulfonylamine tert-butylcarbamate, was obtained in 92% yield according to the procedure described in the synthesis of 1-methoxymethylcyclo-propylsulfonylamine tert-butylcarbamate (Step 15IId) except 1.10 equivalents of cyclopropylmethyl bromide were used as electrophile. The compound was taken directly into the next reaction without purification: 1H NMR (CDCl3) δ 0.10 (m, 2H), 0.51 (m, 2H), 0.67 (m, 1H), 1.10 (m, 2H), 1.49 (s, 9H), 1.62 (...